This data is from the Open Reaction Database (ORD), a public repository of structured organic reaction records. The task is: describe an organic reaction: reactants, conditions, products, and yield The reactants are O=C([O-])[O-], CN(C)C=O, Clc1nc(Cl)c2c(n1)CCC2, [Cs+], [Cs+], [Cu], Oc1ccccc1. Yields the product Clc1nc2c(c(Oc3ccccc3)n1)CCC2. As a reaction SMILES: [C:19](=[O:20])([O-:21])[O-:22].[CH3:25][N:26]([CH3:27])[CH:28]=[O:29].[Cl:1][c:2]1[n:3][c:4]2[c:5]([c:6]([Cl:8])[n:7]1)[CH2:9][CH2:10][CH2:11]2.[Cs+:23].[Cs+:24].[Cu:30].[OH:12][c:13]1[cH:14][cH:15][cH:16][cH:17][cH:18]1>>[Cl:1][c:2]1[n:3][c:4]2[c:5]([c:6]([O:12][c:13]3[cH:14][cH:15][cH:16][cH:17][cH:18]3)[n:7]1)[CH2:9][CH2:10][CH2:11]2.